This data is from the Open Reaction Database (ORD), a public repository of structured organic reaction records. The task is: describe an organic reaction: reactants, conditions, products, and yield The reactants are N(=[N+]=[N-])[Si](C)(C)C (azido(trimethyl)silane), C(CCC)[Sn](=O)CCCC (dibutyl(oxo)stannane), C(#N)[C@H]1CN(C[C@H](C1)N(CC(C)C)C(=O)C1=NC2=C(N1CCCCOC)C=CC=C2)C(=O)OC(C)(C)C (tert-Butyl (3R,5S)-3-cyano-5-{{{1-(4-methoxybutyl)-1H-benzimidazol-2-yl}carbonyl}(2-methylpropyl)amino}piperidine-1-carboxylate). The solvent is O1CCCC1 (tetrahydrofuran). Run at time 43 hour. Product: COCCCCN1C(=NC2=C1C=CC=C2)C(=O)N([C@@H]2CN(C[C@@H](C2)C2=NN=NN2)C(=O)OC(C)(C)C)CC(C)C (tert-butyl (3S,5R)-3-{{{1-(4-methoxybutyl)-1H-benzimidazol-2-yl}carbonyl}(2-methylpropyl)amino}-5-(1H-tetrazol-5-yl)piperidine-1-carboxylate). Reaction SMILES: [C:1]([C@@H:3]1[CH2:8][C@H:7]([N:9]([C:14]([C:16]2[N:20]([CH2:21][CH2:22][CH2:23][CH2:24][O:25][CH3:26])[C:19]3[CH:27]=[CH:28][CH:29]=[CH:30][C:18]=3[N:17]=2)=[O:15])[CH2:10][CH:11]([CH3:13])[CH3:12])[CH2:6][N:5]([C:31]([O:33][C:34]([CH3:37])([CH3:36])[CH3:35])=[O:32])[CH2:4]1)#[N:2].[N:38]([Si](C)(C)C)=[N+:39]=[N-:40].C([Sn](CCCC)=O)CCC>O1CCCC1>[CH3:26][O:25][CH2:24][CH2:23][CH2:22][CH2:21][N:20]1[C:19]2[CH:27]=[CH:28][CH:29]=[CH:30][C:18]=2[N:17]=[C:16]1[C:14]([N:9]([CH2:10][CH:11]([CH3:12])[CH3:13])[C@H:7]1[CH2:8][C@@H:3]([C:1]2[NH:40][N:39]=[N:38][N:2]=2)[CH2:4][N:5]([C:31]([O:33][C:34]([CH3:35])([CH3:37])[CH3:36])=[O:32])[CH2:6]1)=[O:15]. Procedure details: tert-Butyl (3R,5S)-3-cyano-5-{{{1-(4-methoxybutyl)-1H-benzimidazol-2-yl}carbonyl}(2-methylpropyl)amino}piperidine-1-carboxylate (320 mg) was dissolved in tetrahydrofuran (20 ml), azido(trimethyl)silane (1.5 ml) and dibutyl(oxo)stannane (100 mg) were added, and the mixture was heated under reflux with stirring for 43 hr. The reaction mixture was concentrated under reduced pressure, and the residue was subjected to silica gel chromatography, and a fraction eluted with ethyl acetate-ethyl acetate-m... The reactants are BrC=1C(=CC(=C(C1)N[C@@H](C(=O)N)CC1=CC=CC=C1)F)C#N ((R)-2-(5-bromo-4-cyano-2-fluorophenylamino)-3-phenylpropanamide), Cl.NC1=CC(=NS1)C (5-amino-3-methylisothiazole hydrochloride), C=1C=CC(=CC1)P(C=2C=CC=CC2)C3=CC=C4C=CC=CC4=C3C5=C6C=CC=CC6=CC=C5P(C=7C=CC=CC7)C=8C=CC=CC8 (BINAP), C(=O)([O-])[O-].[K+].[K+] (K2CO3). Reagents/catalysts: CC(=O)[O-].CC(=O)[O-].[Pd+2] (Pd(OAc)2), CC(=O)[O-].CC(=O)[O-].[Pd+2] (Pd(OAc)2). Run in O1CCOCC1 (dioxane), CCOC(=O)C (EtOAc), O (Water). Run at time 18 hour. Product: C(#N)C1=CC(=C(C=C1NC1=CC(=NS1)C)N[C@@H](C(=O)N)CC1CC1)F ((R)-2-(4-cyano-2-fluoro-5-(3-methylisothiazol-5-ylamino)phenylamino)-3-cyclopropylpropanamide), crude residue. Reaction SMILES: Br[C:2]1[C:3]([C:21]#[N:22])=[CH:4][C:5]([F:20])=[C:6]([NH:8][C@H:9]([CH2:13][C:14]2[CH:19]=[CH:18]C=CC=2)[C:10]([NH2:12])=[O:11])[CH:7]=1.Cl.[NH2:24][C:25]1[S:29][N:28]=[C:27]([CH3:30])[CH:26]=1.C1C=CC(P(C2C(C3C(P(C4C=CC=CC=4)C4C=CC=CC=4)=CC=C4C=3C=CC=C4)=C3C(C=CC=C3)=CC=2)C2C=CC=CC=2)=CC=1.C([O-])([O-])=O.[K+].[K+]>O1CCOCC1.CC([O-])=O.CC([O-])=O.[Pd+2].CCOC(C)=O.O>[C:21]([C:3]1[C:2]([NH:24][C:25]2[S:29][N:28]=[C:27]([CH3:30])[CH:26]=2)=[CH:7][C:6]([NH:8][C@H:9]([CH2:13][CH:14]2[CH2:19][CH2:18]2)[C:10]([NH2:12])=[O:11])=[C:5]([F:20])[CH:4]=1)#[N:22] |f:1.2,4.5.6,8.9.10|. Reported procedure: A mixture of (R)-2-(5-bromo-4-cyano-2-fluorophenylamino)-3-phenylpropanamide (362 mg, 1.00 mmol), 5-amino-3-methylisothiazole hydrochloride (166 mg, 1.10 mmol), BINAP (70 mg, 0.112 mmol), Pd(OAc)2 (35 mg, 0.156 mmol) and K2CO3 (430 mg, 3.11 mmol) in dioxane (5 mL) was degassed with Ar, then was stirred at 120 C for 18 h. More Pd(OAc)2 (35 mg, 0.156 mmol) was added. The mixture was stirred at 120 C for another 18 h. Water and EtOAc were added. After being filtered, the filtrate was washed with wa...